Dataset: the Open Reaction Database (ORD), a public repository of structured organic reaction records. Task: describe an organic reaction: reactants, conditions, products, and yield Reactants: CC(C)([O-])C.[K+] (potassium t-butoxide), OC(C)(C)C=1N=C(NC1C(=O)OC(C)C)COC(C)C (isopropyl 4-(1-hydroxy-1-methylethyl)-2-isopropoxymethylimidazole-5-carboxylate), C(C1=CC=CC=C1)(C1=CC=CC=C1)(C1=CC=CC=C1)N1N=NN=C1C1=C(C=CC=C1)C1=CC=C(CBr)C=C1 (4-[2-(trityltetrazol-5-yl)phenyl]benzyl bromide), O (water). Solvent: CN(C(C)=O)C (N,N-dimethylacetamide), CN(C(C)=O)C (N,N-dimethylacetamide), C(C)(=O)OCC (ethyl acetate). Reaction conditions: time 30 minute. Product: OC(C)(C)C=1N=C(N(C1C(=O)OC(C)C)CC1=CC=C(C=C1)C1=C(C=CC=C1)C1=NN=NN1C(C1=CC=CC=C1)(C1=CC=CC=C1)C1=CC=CC=C1)COC(C)C (Isopropyl 4-(1-hydroxy-1-methylethyl)-2-isopropoxymethyl-1-{4-[2-(trityltetrazol-5-yl)phenyl]phenyl}methylimidazole-5-carboxylate). Yield: 99.9%. RXN SMILES: CC(C)([O-])C.[K+].[OH:7][C:8]([C:11]1[N:12]=[C:13]([CH2:22][O:23][CH:24]([CH3:26])[CH3:25])[NH:14][C:15]=1[C:16]([O:18][CH:19]([CH3:21])[CH3:20])=[O:17])([CH3:10])[CH3:9].[C:27]([N:46]1[C:50]([C:51]2[CH:56]=[CH:55][CH:54]=[CH:53][C:52]=2[C:57]2[CH:64]=[CH:63][C:60]([CH2:61]Br)=[CH:59][CH:58]=2)=[N:49][N:48]=[N:47]1)([C:40]1[CH:45]=[CH:44][CH:43]=[CH:42][CH:41]=1)([C:34]1[CH:39]=[CH:38][CH:37]=[CH:36][CH:35]=1)[C:28]1[CH:33]=[CH:32][CH:31]=[CH:30][CH:29]=1.O>CN(C)C(=O)C.C(OCC)(=O)C>[OH:7][C:8]([C:11]1[N:12]=[C:13]([CH2:22][O:23][CH:24]([CH3:26])[CH3:25])[N:14]([CH2:61][C:60]2[CH:59]=[CH:58][C:57]([C:52]3[CH:53]=[CH:54][CH:55]=[CH:56][C:51]=3[C:50]3[N:46]([C:27]([C:40]4[CH:45]=[CH:44][CH:43]=[CH:42][CH:41]=4)([C:34]4[CH:35]=[CH:36][CH:37]=[CH:38][CH:39]=4)[C:28]4[CH:33]=[CH:32][CH:31]=[CH:30][CH:29]=4)[N:47]=[N:48][N:49]=3)=[CH:64][CH:63]=2)[C:15]=1[C:16]([O:18][CH:19]([CH3:21])[CH3:20])=[O:17])([CH3:9])[CH3:10] |f:0.1|. Reported procedure: 239 mg of potassium t-butoxide were added, whilst ice-cooling, to a solution of 550 mg of isopropyl 4-(1-hydroxy-1-methylethyl)-2-isopropoxymethylimidazole-5-carboxylate [prepared as described in Preparation 46(iii)] in 6 ml of N,N-dimethylacetamide, and the resulting mixture was stirred for 30 minutes. A solution of 1.62 g of 4-[2-(trityltetrazol-5-yl)phenyl]benzyl bromide in 10 ml of N,N-dimethylacetamide was then added dropwise, and the mixture was stirred at room temperature for 2 hours. At ...